From a dataset of the Open Reaction Database (ORD), a public repository of structured organic reaction records. describe an organic reaction: reactants, conditions, products, and yield Starting materials: FC(C=1C=CC(=NC1)N)(F)F (5-(trifluoromethyl)pyridine-2-amine), [N+](=O)(O)[O-] (nitric acid). Solvent: S(O)(O)(=O)=O (sulfuric acid), CCOC(=O)C (EtOAc). Run at temperature 70 celsius. Product: [N+](=O)([O-])C=1C(=NC=C(C1)C(F)(F)F)N (3-nitro-5-(trifluoromethyl)pyridin-2-amine). Yield: 48.4%. Reaction SMILES: [F:1][C:2]([F:11])([F:10])[C:3]1[CH:4]=[CH:5][C:6]([NH2:9])=[N:7][CH:8]=1.[N+:12]([O-])([OH:14])=[O:13]>S(=O)(=O)(O)O.CCOC(C)=O>[N+:12]([C:5]1[C:6]([NH2:9])=[N:7][CH:8]=[C:3]([C:2]([F:1])([F:10])[F:11])[CH:4]=1)([O-:14])=[O:13]. Reported procedure: To a solution of 5-(trifluoromethyl)pyridine-2-amine (1.1 g, 6.79 mmol) dissolved in sulfuric acid (20 mL) at room temperature was added nitric acid (0.475 g, 6.79 mmol). After heating to 70° C. for 1 hr, the reaction mixture was cooled to room temperature and diluted with EtOAc and ice. The organic layer was separated, washed with sat. sodium bicarbonate aq. and brine, dried over anhydrous Na2SO4, filtered, concentrated under reduced pressure and chromatographed on silica gel eluting with a gra...